From a dataset of the Open Reaction Database (ORD), a public repository of structured organic reaction records. describe an organic reaction: reactants, conditions, products, and yield The reactants are CO, NC(=O)CCC(C(O)CF)[N+](=O)[O-]. Yields the product NC(=O)CCC(N)C(O)CF. As a reaction SMILES: [CH3:14][OH:15].[F:1][CH2:2][CH:3]([CH:4]([CH2:5][CH2:6][C:7](=[O:8])[NH2:9])[N+:10]([O-:11])=[O:12])[OH:13]>>[F:1][CH2:2][CH:3]([CH:4]([CH2:5][CH2:6][C:7](=[O:8])[NH2:9])[NH2:10])[OH:13].